This data is from the Open Reaction Database (ORD), a public repository of structured organic reaction records. The task is: describe an organic reaction: reactants, conditions, products, and yield Reactants: CC(=O)O, Cc1cc(C)c(C(O)c2ccc(C(C)C)cc2)c(O)c1. Yields the product Cc1cc(C)c(Cc2ccc(C(C)C)cc2)c(O)c1. As a reaction SMILES: [CH3:21][C:22](=[O:23])[OH:24].[OH:1][CH:2]([c:3]1[c:4]([OH:11])[cH:5][c:6]([CH3:10])[cH:7][c:8]1[CH3:9])[c:12]1[cH:13][cH:14][c:15]([CH:18]([CH3:19])[CH3:20])[cH:16][cH:17]1>>[CH2:2]([c:3]1[c:4]([OH:11])[cH:5][c:6]([CH3:10])[cH:7][c:8]1[CH3:9])[c:12]1[cH:13][cH:14][c:15]([CH:18]([CH3:19])[CH3:20])[cH:16][cH:17]1.